This data is from the Open Reaction Database (ORD), a public repository of structured organic reaction records. The task is: describe an organic reaction: reactants, conditions, products, and yield The reactants are C(C)(C)(C)OC(C(CC1=CC=C(C=C1)O)NC(C(CC(C)C)NC(=O)N1CCCCCC1)=O)=O (2-{2-[(Azepane-1-carbonyl)-amino]-4-methyl-pentanoylamino}-3-(4-hydroxy-phenyl)-propionic acid tert-butyl ester), COC1=CC=C(CCl)C=C1 (4-methoxybenzyl chloride). Yields the product C(C)(C)(C)OC(C(CC1=CC=C(C=C1)OCC1=CC=C(C=C1)OC)NC(C(CC(C)C)NC(=O)N1CCCCCC1)=O)=O (2-{2-[(Azepane-1-carbonyl)-amino]-4-methyl-pentanoylamino}-3-[4-(4-methoxy-benzyloxy)-phenyl]-propionic acid tert-butyl ester). The yield is 135.9%. RXN SMILES: [C:1]([O:5][C:6](=[O:34])[CH:7]([NH:16][C:17](=[O:33])[CH:18]([NH:23][C:24]([N:26]1[CH2:32][CH2:31][CH2:30][CH2:29][CH2:28][CH2:27]1)=[O:25])[CH2:19][CH:20]([CH3:22])[CH3:21])[CH2:8][C:9]1[CH:14]=[CH:13][C:12]([OH:15])=[CH:11][CH:10]=1)([CH3:4])([CH3:3])[CH3:2].[CH3:35][O:36][C:37]1[CH:44]=[CH:43][C:40]([CH2:41]Cl)=[CH:39][CH:38]=1>>[C:1]([O:5][C:6](=[O:34])[CH:7]([NH:16][C:17](=[O:33])[CH:18]([NH:23][C:24]([N:26]1[CH2:32][CH2:31][CH2:30][CH2:29][CH2:28][CH2:27]1)=[O:25])[CH2:19][CH:20]([CH3:22])[CH3:21])[CH2:8][C:9]1[CH:10]=[CH:11][C:12]([O:15][CH2:41][C:40]2[CH:43]=[CH:44][C:37]([O:36][CH3:35])=[CH:38][CH:39]=2)=[CH:13][CH:14]=1)([CH3:3])([CH3:4])[CH3:2]. Reported procedure: In a manner similar to the procedure described in Example 27, the product from Example 24 (0.2 g, 0.42 mmol) and 4-methoxybenzyl chloride (75 mg, 0.42 mmol) were converted to the title compound (0.34 g).